From a dataset of the Open Reaction Database (ORD), a public repository of structured organic reaction records. describe an organic reaction: reactants, conditions, products, and yield Reactants: C(=O)C1=C2C[C@H]3N(C[C@H](C=C3C=3C=CC=C(N1)C32)NC(N(CC)CC)=O)C (3-(9,10-didehydro-2-formyl-6-methyl-8α-ergolinyl)-1,1-diethylurea), [H-].[Al+3].[Li+].[H-].[H-].[H-] (lithium aluminum hydride), C(C(O)C(O)C(=O)O)(=O)O (tartaric acid), N (ammonia), Cl (hydrochloric acid). Run in O1CCCC1 (tetrahydrofuran), O1CCCC1 (tetrahydrofuran), C(C)(=O)OCC (ethyl acetate). Run at time 1 hour. Product: OCC1=C2C[C@H]3N(C[C@H](C=C3C=3C=CC=C(N1)C32)NC(N(CC)CC)=O)C (3-(9,10-didehydro-2-hydroxymethyl-6-methyl-8α-ergolinyl)-1,1-diethylurea). Yield: 65.2%. Reaction SMILES: [CH:1]([C:3]1[NH:17][C:16]2[C:18]3[C:4]=1[CH2:5][C@@H:6]1[C:11]([C:12]=3[CH:13]=[CH:14][CH:15]=2)=[CH:10][C@H:9]([NH:19][C:20](=[O:26])[N:21]([CH2:24][CH3:25])[CH2:22][CH3:23])[CH2:8][N:7]1[CH3:27])=[O:2].[H-].[Al+3].[Li+].[H-].[H-].[H-].Cl.C(O)(=O)C(C(C(O)=O)O)O.N>C(OCC)(=O)C.O1CCCC1>[OH:2][CH2:1][C:3]1[NH:17][C:16]2[C:18]3[C:4]=1[CH2:5][C@@H:6]1[C:11]([C:12]=3[CH:13]=[CH:14][CH:15]=2)=[CH:10][C@H:9]([NH:19][C:20](=[O:26])[N:21]([CH2:24][CH3:25])[CH2:22][CH3:23])[CH2:8][N:7]1[CH3:27] |f:1.2.3.4.5.6|. Reported procedure: Under argon, a solution of 244 mg (0.67 mmol) of 3-(9,10-didehydro-2-formyl-6-methyl-8α-ergolinyl)-1,1-diethylurea in 25 ml of absolute, freshly distilled tetrahydrofuran is added dropwise to a suspension of 52 mg (1.45 mmol) of lithium aluminum hydride in 3 ml of absolute, freshly distilled tetrahydrofuran at room temperature. The mixture is stirred for one hour at room temperature. The batch is cooled in an ice bath and combined in succession with 3 ml of 1N hydrochloric acid and 3 ml of 2N ta... Starting materials: COC(C(=COC)C(C1=CC(=C(C=C1)C)C)=O)=O (2-(3,4-dimethyl-benzoyl)-3-methoxy-acrylic acid methyl ester), O1COC2=C1C=CC(=C2)N (benzo[1,3]dioxol-5-ylamine), yellow crystalline solid. Yields the product COC(C(=CNC1=CC2=C(OCO2)C=C1)C(C1=CC(=C(C=C1)C)C)=O)=O (3-(benzo[1,3]dioxol-5-ylamino)-2-(3,4-dimethyl-benzoyl)-acrylic acid methyl ester). As a reaction SMILES: [CH3:1][O:2][C:3](=[O:18])[C:4]([C:8](=[O:17])[C:9]1[CH:14]=[CH:13][C:12]([CH3:15])=[C:11]([CH3:16])[CH:10]=1)=[CH:5]OC.[O:19]1[C:23]2[CH:24]=[CH:25][C:26]([NH2:28])=[CH:27][C:22]=2[O:21][CH2:20]1>>[CH3:1][O:2][C:3](=[O:18])[C:4]([C:8](=[O:17])[C:9]1[CH:14]=[CH:13][C:12]([CH3:15])=[C:11]([CH3:16])[CH:10]=1)=[CH:5][NH:28][C:26]1[CH:25]=[CH:24][C:23]2[O:19][CH2:20][O:21][C:22]=2[CH:27]=1. Reported procedure: Experimental conditions analogous to those described for Step 1 of Example 1, from crude 2-(3,4-dimethyl-benzoyl)-3-methoxy-acrylic acid methyl ester (4.03 g, 16.3 mmol) and benzo[1,3]dioxol-5-ylamine (2.45 g, 17.9 mmol). Yield: 3.14 g of a yellow crystalline solid: LC-MSD, m/z for C20H20NO5 [M+H]+=354.4; HPLC retention time: 2.8 min. The reactants are NC1=CC(=C(C(=O)NCCN(CC)CC)C=C1Cl)O (4-amino-5-chloro-N-[2-(diethylamino)ethyl]-2-hydroxybenzamide), C1(=CC=CC=C1)P(C1=CC=CC=C1)C1=CC=CC=C1 (triphenylphosphine), COC(CCO)C (3-methoxy-1-butanol), N(=NC(=O)OCC)C(=O)OCC (diethyl azodicarboxylate). Run in O1CCCC1 (tetrahydrofuran). Reaction conditions: time 8 hour. Yields the product NC1=CC(=C(C(=O)NCCN(CC)CC)C=C1Cl)OCCC(C)OC (4-Amino-5-chloro-N-[2-(diethylamino)ethyl]-2-(3-methoxybut-1-yl)oxybenzamid). Isolated yield 52.4%. RXN SMILES: [NH2:1][C:2]1[C:17]([Cl:18])=[CH:16][C:5]([C:6]([NH:8][CH2:9][CH2:10][N:11]([CH2:14][CH3:15])[CH2:12][CH3:13])=[O:7])=[C:4]([OH:19])[CH:3]=1.C1(P(C2C=CC=CC=2)C2C=CC=CC=2)C=CC=CC=1.[CH3:39][O:40][CH:41]([CH3:45])[CH2:42][CH2:43]O.N(C(OCC)=O)=NC(OCC)=O>O1CCCC1>[NH2:1][C:2]1[C:17]([Cl:18])=[CH:16][C:5]([C:6]([NH:8][CH2:9][CH2:10][N:11]([CH2:12][CH3:13])[CH2:14][CH3:15])=[O:7])=[C:4]([O:19][CH2:43][CH2:42][CH:41]([O:40][CH3:39])[CH3:45])[CH:3]=1. Procedure: A stirred solution of 4-amino-5-chloro-N-[2-(diethylamino)ethyl]-2-hydroxybenzamide (1.715 g, 6 mmoles; prepared according to Preparation 1B), triphenylphosphine (1.58 g, 6 mmoles), 3-methoxy-1-butanol (0.62 g, 6 mmoles) in dry tetrahydrofuran (50 ml) was treated dropwise with diethyl azodicarboxylate (1.1 g of 95% purity material, 6 mmoles). The solution was left to stir overnight. After evaporation of the solvent the residue was dissolved in methylene chloride. The solution was washed with 0.4... Reactants: ClC1=C(C=CC=C1)Cl (o-dichlorobenzene), ClC1=C(C=CC=C1)Cl (o-dichlorobenzene), [NitriphosCl]PF6, CC[Mg+].[Br-] (EtMgBr), C1(=CC=CC=C1)CCC1=CC=CC=C1 (bibenzyl), ClC1=C(C=CC=C1)CC1=CC=CC=C1 (1-chloro-2-benzylbenzene). Reagents/catalysts: EtMgBr [NitriphosCl]PF6. The solvent is CCOCC (ether), CCOCC (ether), C1CCOC1 (THF), CCOCC (ether). Reaction conditions: time 0.5 hour. The product is C(C1=CC=CC=C1)C1=C(C=CC=C1)CC1=CC=CC=C1 (1,2-dibenzylbenzene). Yield: 38.4%. As a reaction SMILES: Cl[C:2]1[CH:7]=[CH:6][CH:5]=[CH:4][C:3]=1Cl.CC[Mg+].[Br-].[C:13]1([CH2:19][CH2:20][C:21]2[CH:26]=[CH:25][CH:24]=[CH:23][CH:22]=2)[CH:18]=[CH:17][CH:16]=[CH:15][CH:14]=1.ClC1C=CC=CC=1CC1C=CC=CC=1>CCOCC.C1COCC1>[CH2:14]([C:15]1[CH:16]=[CH:17][CH:18]=[CH:13][C:19]=1[CH2:20][C:21]1[CH:22]=[CH:23][CH:24]=[CH:25][CH:26]=1)[C:2]1[CH:7]=[CH:6][CH:5]=[CH:4][CH:3]=1 |f:1.2|. Procedure details: This Example illustrates the use of EtMgBr/[NitriphosCl]PF6 as an activator/catalyst to improve yield. To 2.00 g (13.61 mmoles) of o-dichlorobenzene, 0.050 g (0.065 mmoles) of [NitriphosCl]PF6 in 5 mL of ether at 0° C. was added 0.5 mL (1.5 mmoles) of 2.9M EtMgBr in ether. After stirring for 0.5 hrs, 30 mL of ether and 7.0 mL (14 mmoles) of 2M benzylMgCl in THF were added. The mixture was refluxed for 3 days and worked up as usual. After removing the solvent, the residue was distilled at 0.1 mm ... Reaction SMILES: [Br:1][c:2]1[c:3]([S:12](=[O:13])(=[O:14])[Cl:15])[cH:4][cH:5][c:6]([C:8]([F:9])([F:10])[F:11])[cH:7]1.[C:16]([CH3:17])([CH3:18])([CH3:19])[NH2:20].[Cl:21][CH2:22][Cl:23]>>[Br:1][c:2]1[c:3]([S:12](=[O:13])(=[O:14])[NH:20][C:16]([CH3:17])([CH3:18])[CH3:19])[cH:4][cH:5][c:6]([C:8]([F:9])([F:10])[F:11])[cH:7]1. The product is CC(C)(C)NS(=O)(=O)c1ccc(C(F)(F)F)cc1Br. The reactants are O=S(=O)(Cl)c1ccc(C(F)(F)F)cc1Br, CC(C)(C)N, ClCCl.